This data is from the Open Reaction Database (ORD), a public repository of structured organic reaction records. The task is: describe an organic reaction: reactants, conditions, products, and yield Procedure details: A 1.36 g sample of 4-(3-chloropropoxy)phenylacetone, prepared above, was dissolved in 200 mL of methanol. To this was added 7.71 g of ammonium acetate followed by 0.76 g sodium cyanoborohydride with stirring. After 5 hours, the solvent was evaporated in vacuo, the residue was dissolved in 150 mL diethylether and 200 ml of 1N hydrochloric acid solution. The aqueous phase was separated and washed with a second portion of diethylether, basified to a pH of 10-12 with 6N sodium hydroxide, and extract... Product: ClCCCOC1=CC=C(C=C1)CC(C)N (4-(3-chloropropoxy)-1-(2-aminopropyl)benzene). The solvent is CO (methanol). Starting materials: ClCCCOC1=CC=C(C=C1)CC(C)=O (4-(3-chloropropoxy)phenylacetone), C(C)(=O)[O-].[NH4+] (ammonium acetate), C(#N)[BH3-].[Na+] (sodium cyanoborohydride). Reaction SMILES: [Cl:1][CH2:2][CH2:3][CH2:4][O:5][C:6]1[CH:11]=[CH:10][C:9]([CH2:12][C:13](=O)[CH3:14])=[CH:8][CH:7]=1.C([O-])(=O)C.[NH4+].C([BH3-])#[N:22].[Na+]>CO>[Cl:1][CH2:2][CH2:3][CH2:4][O:5][C:6]1[CH:11]=[CH:10][C:9]([CH2:12][CH:13]([NH2:22])[CH3:14])=[CH:8][CH:7]=1 |f:1.2,3.4|. Reaction conditions: time 5 hour.